From a dataset of the Open Reaction Database (ORD), a public repository of structured organic reaction records. describe an organic reaction: reactants, conditions, products, and yield Solvent: CN(C=O)C (N,N-dimethylformamide). Procedure: A mixture of α-[(6-acetyl-2-methoxycarbonylphenyl)oxy]-γ-butyrolactone (3.5 g), 1,8-diazabicyclo[5,4,0]-7-undecene (0.14 g) and sodium chloride (1.1 g) in N,N-dimethylformamide (66.5 ml) was stirred at 150°-160° C. for 5 hours. The solvent was distilled off under reduced pressure and the residue was subjected to chromatography on silica gel. The fraction eluted with dichloromethane was recrystallized from CHCl3 -hexane to give 7-acetylspiro[benzo[b]furan-2(3H), 1'-cyclopropane]-3-one (0.22 g) as... Yield: 8.6%. Run at time 5 hour. Starting materials: C(C)(=O)C1=CC=CC(=C1OC1C(=O)OCC1)C(=O)OC (α-[(6-acetyl-2-methoxycarbonylphenyl)oxy]-γ-butyrolactone), C1CCC2=NCCCN2CC1 (1,8-diazabicyclo[5,4,0]-7-undecene), [Cl-].[Na+] (sodium chloride). Reaction SMILES: [C:1]([C:4]1[C:9]([O:10][CH:11]2[CH2:16][CH2:15]OC2=O)=[C:8]([C:17]([O:19]C)=O)[CH:7]=[CH:6][CH:5]=1)(=[O:3])[CH3:2].C1CCN2C(=NCCC2)CC1.[Cl-].[Na+]>CN(C)C=O>[C:1]([C:4]1[C:9]2[O:10][C:11]3([C:17](=[O:19])[C:8]=2[CH:7]=[CH:6][CH:5]=1)[CH2:16][CH2:15]3)(=[O:3])[CH3:2] |f:2.3|. The product is C(C)(=O)C1=CC=CC2=C1OC1(CC1)C2=O (7-acetylspiro[benzo[b]furan-2(3H), 1'-cyclopropane]-3-one). Starting materials: O (water), NC1=NC=CC(=C1)C (2-amino-4-methylpyridine), C(C)O (ethyl alcohol), C[C@H]1/C=C/C=C(\C(=O)NC2=CC3(C4=C5C(=C(C(=C4C2=O)O)C)O[C@@](C5=O)(O/C=C/[C@@H]([C@H]([C@H]([C@@H]([C@@H]([C@@H]([C@H]1O)C)O)C)OC(=O)C)C)OC)C)OCC(=O)O3)/C (Rifamycin O). Run in CC(=O)C (acetone). Run at time 24 hour. Yields the product CC=1C=CN2C(C1)=NC3=C2C4=C(C5=C3C6=C(C(=C5O)C)O[C@@](C6=O)(O/C=C/[C@@H]([C@H]([C@H]([C@@H]([C@@H]([C@@H]([C@H]([C@H](/C=C/C=C(\C(=O)N4)/C)C)O)C)O)C)OC(=O)C)C)OC)C)O (Rifaximin). As a reaction SMILES: O.C(O)C.[CH3:5][C@@H:6]1[C@H:40]([OH:41])[C@@H:39]([CH3:42])[C@@H:38]([OH:43])[C@@H:37]([CH3:44])[C@H:36]([O:45][C:46]([CH3:48])=[O:47])[C@H:35]([CH3:49])[C@@H:34]([O:50][CH3:51])[CH:33]=[CH:32][O:31][C@:28]2([CH3:52])[C:29](=[O:30])[C:18]3[C:19]([O:27]2)=[C:20]([CH3:26])[C:21]([OH:25])=[C:22]2[C:23](=[O:24])[C:14](=[CH:15][C:16]4(OC(=O)CO4)[C:17]=32)[NH:13][C:11](=[O:12])[C:10]([CH3:58])=[CH:9][CH:8]=[CH:7]1.[NH2:59][C:60]1[CH:65]=[C:64]([CH3:66])[CH:63]=[CH:62][N:61]=1>CC(C)=O>[CH3:66][C:64]1[CH:63]=[CH:62][N:61]2[C:15]3[C:14]4[NH:13][C:11](=[O:12])[C:10]([CH3:58])=[CH:9][CH:8]=[CH:7][C@H:6]([CH3:5])[C@H:40]([OH:41])[C@@H:39]([CH3:42])[C@@H:38]([OH:43])[C@@H:37]([CH3:44])[C@H:36]([O:45][C:46]([CH3:48])=[O:47])[C@H:35]([CH3:49])[C@@H:34]([O:50][CH3:51])[CH:33]=[CH:32][O:31][C@:28]5([CH3:52])[C:29](=[O:30])[C:18]6=[C:19]([O:27]5)[C:20]([CH3:26])=[C:21]([OH:25])[C:22](=[C:17]6[C:16]=3[N:59]=[C:60]2[CH:65]=1)[C:23]=4[OH:24]. Procedure details: In flask equipped with a mechanic stirrer, 200 ml of demineralized water, 150 ml of ethyl alcohol, 50 ml of acetone, 100 g of Rifamycin O and 43.3 g of 2-amino-4-methylpyridine are loaded in succession at room temperature. After loading, the mixture is kept under stirring at room temperature for 24 hours, then is cooled to 10° C. for 60 minutes. Then the precipitate is filtered and washed by means of a mixture of 100 ml of demineralized water and 100 ml of ethyl alcohol and at least with two was... The product is CN(C)C(=O)c1ccc(Nc2nn(-c3ccccc3)cc2C#N)cc1. RXN SMILES: [Br:15][c:16]1[cH:17][cH:18][c:19]([C:20](=[O:21])[N:22]([CH3:23])[CH3:24])[cH:25][cH:26]1.[C:33]([OH:34])([CH2:35][CH3:36])([CH3:37])[CH3:38].[K+:27].[K+:28].[NH2:1][c:2]1[n:3][n:4](-[c:9]2[cH:10][cH:11][cH:12][cH:13][cH:14]2)[cH:5][c:6]1[C:7]#[N:8].[O-:29][C:30]([O-:31])=[O:32]>>[NH:1]([c:2]1[n:3][n:4](-[c:9]2[cH:10][cH:11][cH:12][cH:13][cH:14]2)[cH:5][c:6]1[C:7]#[N:8])[c:16]1[cH:17][cH:18][c:19]([C:20](=[O:21])[N:22]([CH3:23])[CH3:24])[cH:25][cH:26]1. The reactants are CN(C)C(=O)c1ccc(Br)cc1, CCC(C)(C)O, [K+], [K+], N#Cc1cn(-c2ccccc2)nc1N, O=C([O-])[O-]. Reactants: CC(C)(C)[Si](C)(C)OCC1CC(=O)C1CO[Si](C)(C)C(C)(C)C, Cl, CON, c1ccncc1. Product: CON=C1CC(CO[Si](C)(C)C(C)(C)C)C1CO[Si](C)(C)C(C)(C)C. RXN SMILES: [CH3:1][C:2]([CH3:3])([CH3:4])[Si:5]([O:6][CH2:7][CH:8]1[C:9](=[O:21])[CH2:10][CH:11]1[CH2:12][O:13][Si:14]([CH3:15])([CH3:16])[C:17]([CH3:18])([CH3:19])[CH3:20])([CH3:22])[CH3:23].[ClH:24].[O:25]([CH3:26])[NH2:27].[cH:28]1[cH:29][cH:30][n:31][cH:32][cH:33]1>>[CH3:1][C:2]([CH3:3])([CH3:4])[Si:5]([O:6][CH2:7][CH:8]1[C:9](=[N:27][O:25][CH3:26])[CH2:10][CH:11]1[CH2:12][O:13][Si:14]([CH3:15])([CH3:16])[C:17]([CH3:18])([CH3:19])[CH3:20])([CH3:22])[CH3:23].